Dataset: the Open Reaction Database (ORD), a public repository of structured organic reaction records. Task: describe an organic reaction: reactants, conditions, products, and yield The reactants are Cc1ccc(S(=O)(=O)Nc2ccccc2C#N)cc1, CC(=O)OC(C)=O, O=[N+]([O-])O. Yields the product Cc1ccc(S(=O)(=O)Nc2ccc([N+](=O)[O-])cc2C#N)cc1. Reaction SMILES: [C:1](#[N:2])[c:3]1[c:4]([NH:5][S:6](=[O:7])(=[O:8])[c:9]2[cH:10][cH:11][c:12]([CH3:15])[cH:13][cH:14]2)[cH:16][cH:17][cH:18][cH:19]1.[CH3:24][C:25]([O:26][C:27](=[O:28])[CH3:29])=[O:30].[OH:20][N+:21]([O-:22])=[O:23]>>[C:1](#[N:2])[c:3]1[c:4]([NH:5][S:6](=[O:7])(=[O:8])[c:9]2[cH:10][cH:11][c:12]([CH3:15])[cH:13][cH:14]2)[cH:16][cH:17][c:18]([N+:21](=[O:20])[O-:22])[cH:19]1.